This data is from the Open Reaction Database (ORD), a public repository of structured organic reaction records. The task is: describe an organic reaction: reactants, conditions, products, and yield The reactants are ClC=1C=NC=C(C1CC1=NN=C(C2=CC(=CC=C12)OC)C#CC(C)(O)C)Cl (4-[4-(3,5-dichloro-pyridin-4-ylmethyl)-7-methoxy-phthalazin-1-yl]-2-methyl-but-3-yn-2-ol), [H-].[Na+] (NaH). Run in C1(=CC=CC=C1)C (toluene). Reaction conditions: time 8 hour. The product is ClC=1C=NC=C(C1CC1=NN=C(C2=CC(=CC=C12)OC)C#C)Cl (1-(3,5-Dichloro-pyridin-4-ylmethyl)-4-ethynyl-6-methoxy-phthalazine). Isolated yield 61.0%. RXN SMILES: [Cl:1][C:2]1[CH:3]=[N:4][CH:5]=[C:6]([Cl:27])[C:7]=1[CH2:8][C:9]1[C:18]2[C:13](=[CH:14][C:15]([O:19][CH3:20])=[CH:16][CH:17]=2)[C:12]([C:21]#[C:22]C(C)(O)C)=[N:11][N:10]=1.[H-].[Na+]>C1(C)C=CC=CC=1>[Cl:1][C:2]1[CH:3]=[N:4][CH:5]=[C:6]([Cl:27])[C:7]=1[CH2:8][C:9]1[C:18]2[C:13](=[CH:14][C:15]([O:19][CH3:20])=[CH:16][CH:17]=2)[C:12]([C:21]#[CH:22])=[N:11][N:10]=1 |f:1.2|. Reported procedure: In a Claisen flask, a suspension under N2 of 4-[4-(3,5-dichloro-pyridin-4-ylmethyl)-7-methoxy-phthalazin-1-yl]-2-methyl-but-3-yn-2-ol (0.4 g, 1 mmole), prepared as described in example 107, in dry toluene (50 ml) was added with a catalytic amount of NaH, the mixture was refluxed, then distilled up to half volume. The mixture was left to stand overnight, then poured into water, extracted three times with CH2Cl2, discoloured with charcoal, filtered over celite and dried to give a solid which was t... The reactants are CC(C)S(=O)(=O)NC1C(CCC1)=O (2-{[(methylethyl)sulfonyl]amino}cyclopentan-1-one), [Cl-].[NH4+] (ammonium chloride), CC(C)S(=O)(=O)NC1C(CCC1)=O (2-{[(methylethyl)sulfonyl]amino}cyclopentan-1-one), O(C1=CC=CC=C1)C1=CC=C(C=C1)[Mg]Br (4-phenoxyphenylmagnesium bromide), CC(C)S(=O)(=O)NC1C(CCC1)=O (2-{[(methylethyl)sulfonyl]amino}cyclopentan-1-one). Solvent: O (water), C1CCOC1 (THF). The product is OC1(C(CCC1)NS(=O)(=O)C(C)C)C1=CC=C(C=C1)OC1=CC=CC=C1 ([2-Hydroxy-2-(4-phenoxyphenyl)cyclopentyl][(methylethyl)sulfonyl]amine). Reaction SMILES: [CH3:1][CH:2]([S:4]([NH:7][CH:8]1[CH2:12][CH2:11][CH2:10][C:9]1=[O:13])(=[O:6])=[O:5])[CH3:3].[O:14]([C:21]1[CH:26]=[CH:25][C:24]([Mg]Br)=[CH:23][CH:22]=1)[C:15]1[CH:20]=[CH:19][CH:18]=[CH:17][CH:16]=1.[Cl-].[NH4+]>C1COCC1.O>[OH:13][C:9]1([C:24]2[CH:25]=[CH:26][C:21]([O:14][C:15]3[CH:20]=[CH:19][CH:18]=[CH:17][CH:16]=3)=[CH:22][CH:23]=2)[CH2:10][CH2:11][CH2:12][CH:8]1[NH:7][S:4]([CH:2]([CH3:1])[CH3:3])(=[O:6])=[O:5] |f:2.3|. Procedure: Into a flame dried 250 mL 3 neck flask that was fitted with a thermometer and condenser, and while stirring at room temperature under a nitrogen atmosphere, 2-{[(methylethyl)sulfonyl]amino}cyclopentan-1-one (1.00 g, 4.9 mmol) in THF (40 mL) was added dropwise to 15 mL of 0.5 M 4-phenoxyphenylmagnesium bromide. The addition of 2-{[(methylethyl)sulfonyl]amino}cyclopentan-1-one was continued dropwise, keeping the temperature above 35° C. After the addition of 2-{[(methylethyl)sulfonyl]amino}cyclope... The reactants are CC(C)N(C(=O)CN1C(=O)C(Cc2nn(C(=O)OC(C)(C)C)c3ccccc23)C(=O)N(c2ccccc2)c2ccccc21)c1ccccc1, ClC(Cl)Cl, O=C(O)C(F)(F)F. Yields the product CC(C)N(C(=O)CN1C(=O)C(Cc2n[nH]c3ccccc23)C(=O)N(c2ccccc2)c2ccccc21)c1ccccc1. RXN SMILES: [C:1]([O:2][C:3](=[O:4])[n:8]1[n:9][c:10]([CH2:17][CH:18]2[C:19](=[O:49])[N:20]([c:43]3[cH:44][cH:45][cH:46][cH:47][cH:48]3)[c:21]3[c:22]([cH:39][cH:40][cH:41][cH:42]3)[N:23]([CH2:26][C:27](=[O:28])[N:29]([c:30]3[cH:31][cH:32][cH:33][cH:34][cH:35]3)[CH:36]([CH3:37])[CH3:38])[C:24]2=[O:25])[c:11]2[cH:12][cH:13][cH:14][cH:15][c:16]12)([CH3:5])([CH3:6])[CH3:7].[Cl:57][CH:58]([Cl:59])[Cl:60].[F:50][C:51]([F:52])([F:53])[C:54]([OH:55])=[O:56]>>[nH:8]1[n:9][c:10]([CH2:17][CH:18]2[C:19](=[O:49])[N:20]([c:43]3[cH:44][cH:45][cH:46][cH:47][cH:48]3)[c:21]3[c:22]([cH:39][cH:40][cH:41][cH:42]3)[N:23]([CH2:26][C:27](=[O:28])[N:29]([c:30]3[cH:31][cH:32][cH:33][cH:34][cH:35]3)[CH:36]([CH3:37])[CH3:38])[C:24]2=[O:25])[c:11]2[cH:12][cH:13][cH:14][cH:15][c:16]12. Starting materials: CCCN1C(=O)OC2(CCN(Cc3ccccc3)CC2)C1(C)O, CC(=O)O, CC(=O)OC(C)=O. Yields the product C=C1N(CCC)C(=O)OC12CCN(Cc1ccccc1)CC2. RXN SMILES: [CH2:1]([c:2]1[cH:3][cH:4][cH:5][cH:6][cH:7]1)[N:8]1[CH2:9][CH2:10][C:11]2([C:12]([CH3:20])([OH:21])[N:13]([CH2:17][CH2:18][CH3:19])[C:14](=[O:16])[O:15]2)[CH2:22][CH2:23]1.[CH3:24][C:25](=[O:26])[OH:27].[CH3:28][C:29]([O:30][C:31](=[O:32])[CH3:33])=[O:34]>>[CH2:1]([c:2]1[cH:3][cH:4][cH:5][cH:6][cH:7]1)[N:8]1[CH2:9][CH2:10][C:11]2([C:12](=[CH2:20])[N:13]([CH2:17][CH2:18][CH3:19])[C:14](=[O:16])[O:15]2)[CH2:22][CH2:23]1. Starting materials: COc1ccc(CCN)cc1OC, ClC(Cl)Cl, CC(Cl)OC(=O)Cl. The product is COc1ccc(CCNC(=O)OC(C)Cl)cc1OC. As a reaction SMILES: [CH3:1][O:2][c:3]1[cH:4][c:5]([CH2:6][CH2:7][NH2:8])[cH:9][cH:10][c:11]1[O:12][CH3:13].[CH:21]([Cl:22])([Cl:23])[Cl:24].[Cl:14][C:15](=[O:16])[O:17][CH:18]([CH3:19])[Cl:20]>>[CH3:1][O:2][c:3]1[cH:4][c:5]([CH2:6][CH2:7][NH:8][C:15](=[O:16])[O:17][CH:18]([CH3:19])[Cl:20])[cH:9][cH:10][c:11]1[O:12][CH3:13]. Starting materials: compound, Cl.C(#N)C=1C=C(C=CC1)NN (3-cyanophenylhydrazine hydrochloride), ClC=1C=C(C=CC1F)N1N=C(C=C1C1=CC(=CC(=C1)F)Cl)C(=O)OCC (Ethyl 1-(3-chloro-4-fluorophenyl)-5-(3-chloro-5-fluorophenyl)-1H-pyrazole-3-carboxylate). Yields the product ClC=1C=C(C=CC1)C1=CC(=NN1C1=CC(=CC=C1)C#N)C(=O)OCC (Ethyl 5-(3-chlorophenyl)-1-(3-cyanophenyl)-1H-pyrazole-3-carboxylate). RXN SMILES: Cl.[C:2]([C:4]1[CH:5]=[C:6]([NH:10][NH2:11])[CH:7]=[CH:8][CH:9]=1)#[N:3].ClC1C=C(N2[C:24]([C:25]3[CH:30]=[C:29](F)[CH:28]=[C:27]([Cl:32])[CH:26]=3)=[CH:23][C:22]([C:33]([O:35][CH2:36][CH3:37])=[O:34])=N2)C=CC=1F>>[Cl:32][C:27]1[CH:26]=[C:25]([C:24]2[N:10]([C:6]3[CH:7]=[CH:8][CH:9]=[C:4]([C:2]#[N:3])[CH:5]=3)[N:11]=[C:22]([C:33]([O:35][CH2:36][CH3:37])=[O:34])[CH:23]=2)[CH:30]=[CH:29][CH:28]=1 |f:0.1|. Procedure details: The preparation of the title compound takes place starting from the compound of Example 3A and 3-cyanophenylhydrazine hydrochloride in analogy to the synthesis of the compound of Example 21A. 540 mg of the title compound with 69% purity (25% of theory) are obtained. The reactants are OCCCO, COCCOC, ClCCl, [Na+], [Na+], O=C([O-])[O-], c1ccc(P(c2ccccc2)(c2ccccc2)[Pd](P(c2ccccc2)(c2ccccc2)c2ccccc2)(P(c2ccccc2)(c2ccccc2)c2ccccc2)P(c2ccccc2)(c2ccccc2)c2ccccc2)cc1, COc1cncc(Cl)c1-c1nc(-c2ccccn2)no1, OB(O)c1cccnc1. The product is COc1cncc(-c2cccnc2)c1-c1nc(-c2ccccn2)no1. As a reaction SMILES: [CH2:21]([OH:22])[CH2:23][CH2:24][OH:25].[CH3:35][O:36][CH2:37][CH2:38][O:39][CH3:40].[Cl:47][CH2:48][Cl:49].[Na+:41].[Na+:42].[O-:43][C:44](=[O:45])[O-:46].[cH:50]1[cH:51][cH:52][c:53]([P:54]([Pd:55]([P:56]([c:57]2[cH:58][cH:59][cH:60][cH:61][cH:62]2)([c:63]2[cH:64][cH:65][cH:66][cH:67][cH:68]2)[c:69]2[cH:70][cH:71][cH:72][cH:73][cH:74]2)([P:75]([c:76]2[cH:77][cH:78][cH:79][cH:80][cH:81]2)([c:82]2[cH:83][cH:84][cH:85][cH:86][cH:87]2)[c:88]2[cH:89][cH:90][cH:91][cH:92][cH:93]2)[P:94]([c:95]2[cH:96][cH:97][cH:98][cH:99][cH:100]2)([c:101]2[cH:102][cH:103][cH:104][cH:105][cH:106]2)[c:107]2[cH:108][cH:109][cH:110][cH:111][cH:112]2)([c:113]2[cH:114][cH:115][cH:116][cH:117][cH:118]2)[c:119]2[cH:120][cH:121][cH:122][cH:123][cH:124]2)[cH:125][cH:126]1.[n:1]1[c:2](-[c:7]2[n:8][o:9][c:10](-[c:12]3[c:13]([Cl:20])[cH:14][n:15][cH:16][c:17]3[O:18][CH3:19])[n:11]2)[cH:3][cH:4][cH:5][cH:6]1.[n:26]1[cH:27][c:28]([B:32]([OH:33])[OH:34])[cH:29][cH:30][cH:31]1>>[n:1]1[c:2](-[c:7]2[n:8][o:9][c:10](-[c:12]3[c:13](-[c:28]4[cH:27][n:26][cH:31][cH:30][cH:29]4)[cH:14][n:15][cH:16][c:17]3[O:18][CH3:19])[n:11]2)[cH:3][cH:4][cH:5][cH:6]1. Starting materials: Cl (HCl), NC=1C(=NC=CC1)S(=O)(=O)N (3-aminopyridine-2- sulfonamide), NC(=O)N (urea), C (charcoal). Run in [OH-].[Na+] (NaOH). The product is O=C1NS(C2=C(N1)C=CC=N2)(=O)=O (3-Oxo-2,3-dihydro-4H-pyrido[3,2-e][1,2,4]thiadiazine 1,1-dioxide). Reaction SMILES: [NH2:1][C:2]1[C:3]([S:8]([NH2:11])(=[O:10])=[O:9])=[N:4][CH:5]=[CH:6][CH:7]=1.N[C:13](N)=[O:14].C.Cl>[OH-].[Na+]>[O:14]=[C:13]1[NH:1][C:2]2[CH:7]=[CH:6][CH:5]=[N:4][C:3]=2[S:8](=[O:10])(=[O:9])[NH:11]1 |f:4.5|. Procedure details: An intimate mixture of 5 g of 3-aminopyridine-2- sulfonamide (Preparation 1) and 1.91 g of urea is progressively brought to a temperature of 200° C. (melting). After gas has ceased to be given off and the mass has solidified, the reaction mixture is cooled to ambient temperature. The solid mass is redissolved in 1N NaOH and the solution obtained, optionally decolored with absorbing charcoal, is then adjusted to a pH of 2 using 1N HCl. The white precipitate corresponding to the title compound is ...